From a dataset of the Open Reaction Database (ORD), a public repository of structured organic reaction records. describe an organic reaction: reactants, conditions, products, and yield Reactants: C(C)(C)(C)OC(=O)N1CCN(CC1)C1=NC=C(C=N1)NC(=O)C=1N=C(OC1C(F)(F)F)C1=CC=CC=C1 (4-{5-[(2-phenyl-5-trifluoromethyl-oxazole-4-carbonyl)-amino]-pyrimidin-2-yl}-piperazine-1-carboxylic acid tert-butyl ester), Cl (hydrogen chloride). The solvent is CCOCC (ether), CO (methanol), C(Cl)Cl (methylene chloride). Run at time 8 hour. Yields the product Cl.N1(CCNCC1)C1=NC=C(C=N1)NC(=O)C=1N=C(OC1C(F)(F)F)C1=CC=CC=C1 (2-phenyl-5-trifluoromethyl-oxazole-4-carboxylic acid (2-piperazin-1-yl-pyrimidin-5-yl)-amide hydrochloride salt). Reaction SMILES: C(OC([N:8]1[CH2:13][CH2:12][N:11]([C:14]2[N:19]=[CH:18][C:17]([NH:20][C:21]([C:23]3[N:24]=[C:25]([C:32]4[CH:37]=[CH:36][CH:35]=[CH:34][CH:33]=4)[O:26][C:27]=3[C:28]([F:31])([F:30])[F:29])=[O:22])=[CH:16][N:15]=2)[CH2:10][CH2:9]1)=O)(C)(C)C.[ClH:38]>C(Cl)Cl.CO.CCOCC>[ClH:38].[N:11]1([C:14]2[N:15]=[CH:16][C:17]([NH:20][C:21]([C:23]3[N:24]=[C:25]([C:32]4[CH:37]=[CH:36][CH:35]=[CH:34][CH:33]=4)[O:26][C:27]=3[C:28]([F:29])([F:30])[F:31])=[O:22])=[CH:18][N:19]=2)[CH2:10][CH2:9][NH:8][CH2:13][CH2:12]1 |f:5.6|. Procedure details: 4-{5-[(2-phenyl-5-trifluoromethyl-oxazole-4-carbonyl)-amino]-pyrimidin-2-yl}-piperazine-1-carboxylic acid tert-butyl ester from above was suspended in methylene chloride and methanol. To this mixture was added hydrogen chloride in ether (4N, 3 mL). The mixture was stirred at room temperature overnight. The solvents were evaporated and the residue was dried in vacuum. The resulting solid was triturated with dry ether and then filtered to give 2-phenyl-5-trifluoromethyl-oxazole-4-carboxylic acid (... Reactants: O=c1c(Cc2ccccn2)cn2c3ccc(Br)cc3c3cc(O)cc1c32, CC(C)(C)OC(=O)CBr, O=C([O-])[O-], CS(C)=O, [K+], [K+], O. The product is CC(C)(C)OC(=O)COc1cc2c(=O)c(Cc3ccccn3)cn3c4ccc(Br)cc4c(c1)c23. RXN SMILES: [Br:1][c:2]1[cH:3][cH:4][c:5]2[n:6]3[c:7]4[c:8]([cH:9][c:10]([OH:15])[cH:11][c:12]4[c:13]2[cH:14]1)[c:16](=[O:26])[c:17]([CH2:19][c:20]1[n:21][cH:22][cH:23][cH:24][cH:25]1)[cH:18]3.[Br:33][CH2:34][C:35](=[O:36])[O:37][C:38]([CH3:39])([CH3:40])[CH3:41].[C:27](=[O:28])([O-:29])[O-:30].[CH3:43][S:44](=[O:45])[CH3:46].[K+:31].[K+:32].[OH2:42]>>[Br:1][c:2]1[cH:3][cH:4][c:5]2[n:6]3[c:7]4[c:8]([cH:9][c:10]([O:15][CH2:34][C:35](=[O:36])[O:37][C:38]([CH3:39])([CH3:40])[CH3:41])[cH:11][c:12]4[c:13]2[cH:14]1)[c:16](=[O:26])[c:17]([CH2:19][c:20]1[n:21][cH:22][cH:23][cH:24][cH:25]1)[cH:18]3. Reactants: Cl (hydrochloric acid), P(O)(O)(O)=O (phosphoric acid), ( 322 ), O(Cl)Cl.[Zr] (zirconium oxychloride). Run in O (water), O (water), O (water). Conditions: time 20 minute. The product is P(=O)([O-])([O-])[O-].[Zr+4].P(=O)([O-])([O-])[O-].P(=O)([O-])([O-])[O-].P(=O)([O-])([O-])[O-].[Zr+4].[Zr+4] (Zirconium phosphate). Reaction SMILES: O(Cl)Cl.[Zr:4].Cl.[P:6](=[O:10])([OH:9])([OH:8])[OH:7]>O>[P:6]([O-:10])([O-:9])([O-:8])=[O:7].[Zr+4:4].[P:6]([O-:10])([O-:9])([O-:8])=[O:7].[P:6]([O-:10])([O-:9])([O-:8])=[O:7].[P:6]([O-:10])([O-:9])([O-:8])=[O:7].[Zr+4:4].[Zr+4:4] |f:0.1,5.6.7.8.9.10.11|. Reported procedure: Three hundred and twenty-two (322) g of zirconium oxychloride (ZrOCl2.8H2O) is dissolved in 4 liter of water, and to this solution is added 200 g of concentrated hydrochloric acid. To the resulting acidic solution is added further aqueous solution consisting of 250 g of 98% phosphoric acid and 5 liter of water, and, after stirred for about 20 minutes, the solution is left overnight. Precipitates of zirconium phosphate formed in the solution are centrifuged, washed with water sufficiently and dri... Reactants: ligand, B(O)O (boronic acid), ClC=1C=C(C=2N(N1)C=CN2)N(C2=CC=CC=C2)CC2=CC=C(C=C2)OC (6-chloro-N-(4-methoxybenzyl)-N-phenyl imidazo[1,2-b]pyridazin-8-amine), ( 1a ), C(#N)C=1C=C(C=CC1F)B(O)O (3-cyano-4-fluorophenylboronic acid), P(=O)([O-])([O-])[O-].[K+].[K+].[K+] (potassium phosphate). The reagents and catalysts are [Pd] (palladium), C=1C=CC(=CC1)/C=C/C(=O)/C=C/C2=CC=CC=C2.C=1C=CC(=CC1)/C=C/C(=O)/C=C/C2=CC=CC=C2.C=1C=CC(=CC1)/C=C/C(=O)/C=C/C2=CC=CC=C2.[Pd].[Pd] (tris(dibenzylideneacetone)dipalladium), C1(=CC=CC=C1)[C-]1C(=C(C(=C1C1=CC=CC=C1)C1=CC=CC=C1)C1=CC=CC=C1)C1=CC=CC=C1.C(C)(C)(C)P([C-]1C=CC=C1)C(C)(C)C.[Fe+2] (1,2,3,4,5-pentaphenyl-1′-(di-t-butylphosphino)ferrocene). Run in C1(=CC=CC=C1)C (toluene). Conditions: temperature 100 celsius. The product is FC1=C(C#N)C=C(C=C1)C=1C=C(C=2N(N1)C=CN2)N(C2=CC=CC=C2)CC2=CC=C(C=C2)OC (2-fluoro-5-(8-((4-methoxybenzyl)(phenyl)amino)imidazo[1,2-b]pyridazin-6-yl)benzonitrile). Reaction SMILES: Cl[C:2]1[CH:3]=[C:4]([N:11]([CH2:18][C:19]2[CH:24]=[CH:23][C:22]([O:25][CH3:26])=[CH:21][CH:20]=2)[C:12]2[CH:17]=[CH:16][CH:15]=[CH:14][CH:13]=2)[C:5]2[N:6]([CH:8]=[CH:9][N:10]=2)[N:7]=1.[C:27]([C:29]1[CH:30]=[C:31](B(O)O)[CH:32]=[CH:33][C:34]=1[F:35])#[N:28].P([O-])([O-])([O-])=O.[K+].[K+].[K+].B(O)O>C1(C)C=CC=CC=1.C1C=CC(/C=C/C(/C=C/C2C=CC=CC=2)=O)=CC=1.C1C=CC(/C=C/C(/C=C/C2C=CC=CC=2)=O)=CC=1.C1C=CC(/C=C/C(/C=C/C2C=CC=CC=2)=O)=CC=1.[Pd].[Pd].C1([C-]2C(C3C=CC=CC=3)=C(C3C=CC=CC=3)C(C3C=CC=CC=3)=C2C2C=CC=CC=2)C=CC=CC=1.C(P(C(C)(C)C)[C-]1C=CC=C1)(C)(C)C.[Fe+2].[Pd]>[F:35][C:34]1[CH:33]=[CH:32][C:31]([C:2]2[CH:3]=[C:4]([N:11]([CH2:18][C:19]3[CH:24]=[CH:23][C:22]([O:25][CH3:26])=[CH:21][CH:20]=3)[C:12]3[CH:17]=[CH:16][CH:15]=[CH:14][CH:13]=3)[C:5]3[N:6]([CH:8]=[CH:9][N:10]=3)[N:7]=2)=[CH:30][C:29]=1[C:27]#[N:28] |f:2.3.4.5,8.9.10.11.12,13.14.15|. Procedure details: To a vial was added 6-chloro-N-(4-methoxybenzyl)-N-phenyl imidazo[1,2-b]pyridazin-8-amine (150 mg, 0.411 mmol) from (1a), 3-cyano-4-fluorophenylboronic acid (74.6 mg, 0.452 mmol), potassium phosphate (174 mg, 0.822 mmol), tris(dibenzylideneacetone)dipalladium (2.0 mg, 0.002 mmol) and 1,2,3,4,5-pentaphenyl-1′-(di-t-butylphosphino)ferrocene (CTC-Q-Phos) (5.8 mg, 0.008 mmol) in toluene (2 mL) under nitrogen. The solution was heated to 100° C. for 10 hours. After checking the reaction solution which... Starting materials: COC(C1=CN=C(C(=C1)Br)Cl)=O (5-bromo-6-chloro-nicotinic acid methylester), C1(CC1)C(CN)(C)O (2-cyclopropyl-2-hydroxy-propylamine), COCCN (2-methoxy-ethylamine), ClC1=CC=C(C=C1)B(O)O (4-chlorophenyl-boronic acid). Product: ClC1=CC=C(C=C1)C=1C(=NC=C(C(=O)NCC(C)(O)C2CC2)C1)NCCOC (5-(4-Chloro-phenyl)-N-(2-cyclopropyl-2-hydroxy-propyl)-6-(2-methoxy-ethylamino)-nicotinamide). Reaction SMILES: CO[C:3](=[O:12])[C:4]1[CH:9]=[C:8](Br)[C:7](Cl)=[N:6][CH:5]=1.[CH3:13][O:14][CH2:15][CH2:16][NH2:17].[Cl:18][C:19]1[CH:24]=[CH:23][C:22](B(O)O)=[CH:21][CH:20]=1.[CH:28]1([C:31]([OH:35])([CH3:34])[CH2:32][NH2:33])[CH2:30][CH2:29]1>>[Cl:18][C:19]1[CH:24]=[CH:23][C:22]([C:8]2[C:7]([NH:17][CH2:16][CH2:15][O:14][CH3:13])=[N:6][CH:5]=[C:4]([CH:9]=2)[C:3]([NH:33][CH2:32][C:31]([CH:28]2[CH2:30][CH2:29]2)([OH:35])[CH3:34])=[O:12])=[CH:21][CH:20]=1. Procedure: The title compound was synthesized in analogy to the procedure described for the preparation of Example 20, using 5-bromo-6-chloro-nicotinic acid methylester, 2-methoxy-ethylamine, 4-chlorophenyl-boronic acid and 2-cyclopropyl-2-hydroxy-propylamine (commercially available) as starting materials. MS (m/e): 404.4 (MH+).